Dataset: the Open Reaction Database (ORD), a public repository of structured organic reaction records. Task: describe an organic reaction: reactants, conditions, products, and yield The reactants are [H-].[Al+3].[Li+].[H-].[H-].[H-] (lithium aluminum hydride), COC(C1=CN=C(C=C1)CN=[N+]=[N-])=O (6-azidomethyl-nicotinic acid methyl ester), [C@@H]([C@H](C(=O)[O-])O)(C(=O)[O-])O.[Na+].[K+] (Rochelle's salt). Run in O1CCCC1 (tetrahydrofuran), O1CCCC1 (tetrahydrofuran). Run at temperature 0 celsius, time 30 minute. The product is NCC1=CC=C(C=N1)CO (6-aminomethyl-pyridin-3-yl-methanol). Yield: 96.7%. RXN SMILES: C[O:2][C:3](=O)[C:4]1[CH:9]=[CH:8][C:7]([CH2:10][N:11]=[N+]=[N-])=[N:6][CH:5]=1.[H-].[Al+3].[Li+].[H-].[H-].[H-].[C@H](O)(C([O-])=O)[C@@H](O)C([O-])=O.[Na+].[K+]>O1CCCC1>[NH2:11][CH2:10][C:7]1[N:6]=[CH:5][C:4]([CH2:3][OH:2])=[CH:9][CH:8]=1 |f:1.2.3.4.5.6,7.8.9|. Reported procedure: Add 6-azidomethyl-nicotinic acid methyl ester (2.3 g, 11.97 mmol) and tetrahydrofuran (100 mL) in a flask and cool to 0° C. Add 1M lithium aluminum hydride solution in tetrahydrofuran (17.95 mL, 17.95 mmol) slowly. Stir the mixture for 30 min. Quench the reaction with ice. Add 10 mL of saturated Rochelle's salt solution. Stir for 30 min. Filter, remove the solvent under reduced pressure to give 6-aminomethyl-pyridin-3-yl-methanol (1.6 g, 97% yield) as a yellow oil. The reactants are OC1=CC(=C(C=O)C=C1)OC (4-Hydroxy-2-methoxybenzaldehyde), C(C1=CC=CC=C1)Br (benzyl bromide), C([O-])([O-])=O.[K+].[K+] (potassium carbonate). Run in CC(=O)C (acetone). Run at time 4 hour. The product is C(C1=CC=CC=C1)OC1=CC(=C(C=O)C=C1)OC (4-Benzyloxy-2-methoxy-benzaldehyde). Isolated yield 62.8%. As a reaction SMILES: [OH:1][C:2]1[CH:9]=[CH:8][C:5]([CH:6]=[O:7])=[C:4]([O:10][CH3:11])[CH:3]=1.[CH2:12](Br)[C:13]1[CH:18]=[CH:17][CH:16]=[CH:15][CH:14]=1.C(=O)([O-])[O-].[K+].[K+]>CC(C)=O>[CH2:12]([O:1][C:2]1[CH:9]=[CH:8][C:5]([CH:6]=[O:7])=[C:4]([O:10][CH3:11])[CH:3]=1)[C:13]1[CH:18]=[CH:17][CH:16]=[CH:15][CH:14]=1 |f:2.3.4|. Procedure: 4-Hydroxy-2-methoxybenzaldehyde (2.0 g, 13.15 mmol), benzyl bromide (3.14 mL, 26.3 mmol) and potassium carbonate (3.63 g, 26.3 mmol) are combined in acetone (5 mL) and the mixture is stirred for 4 hours. The mixture is concentrated under vacuum, suspended in dichloromethane and washed with water. The organic phase is concentrated under vacuum and the residue purified by flash chromatography (10% ethyl acetate in cyclohexane) to give the title compound (yield 2.0 g). Reactants: N[C@H](CC1=CC=CC=N1)C(=O)O (D-2-Pal), N[C@H](CC1=CC=CN=C1)C(=O)O (D-3-Pal), N[C@H](CC1=CC=NC=C1)C(=O)O (D-4-Pal). Yields the product C=1C=CC2=C(C1)C(=CN2)C[C@H](C(=O)O)N (D-Trp). Reaction SMILES: N[C@@H:2]([C:10](O)=O)[CH2:3]C1N=CC=CC=1.[NH2:13][C@@H:14]([C:22]([OH:24])=[O:23])[CH2:15][C:16]1[CH:21]=[N:20][CH:19]=[CH:18][CH:17]=1.N[C@@H](C(O)=O)CC1C=CN=CC=1>>[CH:3]1[CH:2]=[CH:10][C:19]2[NH:20][CH:21]=[C:16]([CH2:15][C@@H:14]([NH2:13])[C:22]([OH:24])=[O:23])[C:18]=2[CH:17]=1. Reported procedure: with at least one of position 3 or 6 being D-2-Pal, D-3-Pal, or D-4-Pal; and Starting materials: Cl (HCl), O1CCN(CC1)C=1C2=C(N=C(N1)C=1C=NC(=NC1)N)C=C(S2)CN2CCNCC2 (5-(4-morpholino-6-((piperazin-1-yl)methyl)thieno[3,2-d]pyrimidin-2-yl)pyrimidin-2-amine), C(=O)(OC(C)(C)C)N[C@@H](C)C(=O)O (Boc-alanine). Procedure details: The HCl salt of 5-(4-morpholino-6-((piperazin-1-yl)methyl)thieno[3,2-d]pyrimidin-2-yl)pyrimidin-2-amine (100 mg) was reacted with Boc-alanine via General Procedure B followed by Boc removal with TFA to generate 30.9 mg of 104 after purification. MS (Q1) 484.3 (M)+. Product: N[C@H](C(=O)N1CCN(CC1)CC1=CC=2N=C(N=C(C2S1)N1CCOCC1)C=1C=NC(=NC1)N)C ((S)-2-amino-1-(4-((2-(2-aminopyrimidin-5-yl)-4-morpholinothieno[3,2-d]pyrimidin-6-yl)methyl)piperazin-1-yl)propan-1-one). Reaction SMILES: Cl.[O:2]1[CH2:7][CH2:6][N:5]([C:8]2[C:9]3[S:23][C:22]([CH2:24][N:25]4[CH2:30][CH2:29][NH:28][CH2:27][CH2:26]4)=[CH:21][C:10]=3[N:11]=[C:12]([C:14]3[CH:15]=[N:16][C:17]([NH2:20])=[N:18][CH:19]=3)[N:13]=2)[CH2:4][CH2:3]1.C([NH:38][C@H:39]([C:41](O)=[O:42])[CH3:40])(OC(C)(C)C)=O>>[NH2:38][C@@H:39]([CH3:40])[C:41]([N:28]1[CH2:27][CH2:26][N:25]([CH2:24][C:22]2[S:23][C:9]3[C:8]([N:5]4[CH2:4][CH2:3][O:2][CH2:7][CH2:6]4)=[N:13][C:12]([C:14]4[CH:19]=[N:18][C:17]([NH2:20])=[N:16][CH:15]=4)=[N:11][C:10]=3[CH:21]=2)[CH2:30][CH2:29]1)=[O:42]. The reactants are C([O-])([O-])=O.[K+].[K+] (potassium carbonate), COC(=O)C1(CCNCC1)C1=CC=C(C=C1)Cl (4-(4-chloro-phenyl)-piperidine-4-carboxylic acid methyl ester), BrCCC=C1C2=C(OCC3=C1C=CC=N3)C=CC(=C2)C(C)(C)O (2-[5-(3-bromo-propylidene)-5,11-dihydro-10-oxa-1-aza-dibenzo[a,d]cyclohepten-7-yl]-propan-2-ol). Run in C(C)#N.O (acetonitrile water). Conditions: time 48 hour. Yields the product COC(=O)C1(CCN(CC1)CCC=C1C2=C(OCC3=C1C=CC=N3)C=CC(=C2)C(C)(C)O)C2=CC=C(C=C2)Cl (4-(4-Chloro-phenyl)-1-{3-[7-(1-hydroxy-1-methyl-ethyl)-11H-10-oxa-1-aza-dibenzo[a,d]cyclohepten-5-ylidene]-propyl}-piperidine-4-carboxylic acid methyl ester). Reaction SMILES: [CH3:1][O:2][C:3]([C:5]1([C:11]2[CH:16]=[CH:15][C:14]([Cl:17])=[CH:13][CH:12]=2)[CH2:10][CH2:9][NH:8][CH2:7][CH2:6]1)=[O:4].C(=O)([O-])[O-].[K+].[K+].Br[CH2:25][CH2:26][CH:27]=[C:28]1[C:34]2[CH:35]=[CH:36][CH:37]=[N:38][C:33]=2[CH2:32][O:31][C:30]2[CH:39]=[CH:40][C:41]([C:43]([OH:46])([CH3:45])[CH3:44])=[CH:42][C:29]1=2>C(#N)C.O>[CH3:1][O:2][C:3]([C:5]1([C:11]2[CH:12]=[CH:13][C:14]([Cl:17])=[CH:15][CH:16]=2)[CH2:6][CH2:7][N:8]([CH2:25][CH2:26][CH:27]=[C:28]2[C:34]3[CH:35]=[CH:36][CH:37]=[N:38][C:33]=3[CH2:32][O:31][C:30]3[CH:39]=[CH:40][C:41]([C:43]([OH:46])([CH3:45])[CH3:44])=[CH:42][C:29]2=3)[CH2:9][CH2:10]1)=[O:4] |f:1.2.3,5.6|. Procedure: To a suspension of 4-(4-chloro-phenyl)-piperidine-4-carboxylic acid methyl ester in acetonitrile/water (4/1) was added potassium carbonate (221 mg, 1.6 mmol), followed by 2-[5-(3-bromo-propylidene)-5,11-dihydro-10-oxa-1-aza-dibenzo[a,d]cyclohepten-7-yl]-propan-2-ol (150 mg, 0.4 mmol). The reaction mixture was stirred at room temperature for 48 hours and then concentrated in vacuo. The resulting residue was treated with water and extracted with ethyl acetate. Solvent was evaporate from the combin... Starting materials: C1CCOC1, CC(C)(C)[O-], CCOC(C)=O, CC(C)NC(=O)c1c(NC(=O)c2cc(C(F)(F)F)nn2-c2ncccc2Cl)c(Cl)cc2cn[nH]c12, COCCl, [K+], [K+], [OH-], O. The product is COCn1ncc2cc(Cl)c(NC(=O)c3cc(C(F)(F)F)nn3-c3ncccc3Cl)c(C(=O)NC(C)C)c21. As a reaction SMILES: [CH2:48]1[O:49][CH2:50][CH2:51][CH2:52]1.[CH3:38][C:39]([CH3:40])([O-:41])[CH3:42].[CH3:54][CH2:55][O:56][C:57]([CH3:58])=[O:59].[CH:1]([CH3:2])([CH3:3])[NH:4][C:5](=[O:6])[c:7]1[c:8]([NH:17][C:18](=[O:19])[c:20]2[n:21](-[c:29]3[n:30][cH:31][cH:32][cH:33][c:34]3[Cl:35])[n:22][c:23]([C:25]([F:26])([F:27])[F:28])[cH:24]2)[c:9]([Cl:16])[cH:10][c:11]2[cH:12][n:13][nH:14][c:15]12.[Cl:44][CH2:45][O:46][CH3:47].[K+:37].[K+:43].[OH-:36].[OH2:53]>>[CH:1]([CH3:2])([CH3:3])[NH:4][C:5](=[O:6])[c:7]1[c:8]([NH:17][C:18](=[O:19])[c:20]2[n:21](-[c:29]3[n:30][cH:31][cH:32][cH:33][c:34]3[Cl:35])[n:22][c:23]([C:25]([F:26])([F:27])[F:28])[cH:24]2)[c:9]([Cl:16])[cH:10][c:11]2[cH:12][n:13][n:14]([CH2:45][O:46][CH3:47])[c:15]12. Reactants: CC1=C(C(=O)O)C=CC=C1 (methylbenzoic acid), CN(C)C=O (DMF), C(C(=O)Cl)(=O)Cl (oxalyl chloride). Solvent: C(Cl)Cl (DCM). Conditions: time 2 hour. The product is CC1=C(C(=O)Cl)C=CC=C1 (methylbenzoyl chloride). Reaction SMILES: [CH3:1][C:2]1[CH:10]=[CH:9][CH:8]=[CH:7][C:3]=1[C:4](O)=[O:5].CN(C=O)C.C(Cl)(=O)C([Cl:19])=O>C(Cl)Cl>[CH3:1][C:2]1[CH:10]=[CH:9][CH:8]=[CH:7][C:3]=1[C:4]([Cl:19])=[O:5]. Procedure: To a stirred mixture of methylbenzoic acid (I-1) (0.41 mol, 1 eq) and DMF (0.5 mL) in DCM (500 mL) at RT, oxalyl chloride (0.45 mol, 1.1 eq) is added slowly over 5 min. The resulting mixture is stirred at RT for 2 h and then concentrated in vacuo to afford the product, methylbenzoyl chloride. The product is used directly in the next step. Starting materials: O (Water), C(C)(C)(C)C1=CC=C(CBr)C=C1 (4-tert-butylbenzyl bromide), C([O-])([O-])=O.[Cs+].[Cs+] (cesium carbonate), OC=1C=CC=C2CCC(CC12)N(CCCCC(=O)OC)CC1=CC=C(C(=O)OC)C=C1 (rac-Methyl 4-{[(8-hydroxy-1,2,3,4-tetrahydronaphthalen-2-yl)(5-methoxy-5-oxopentyl)amino]-methyl}benzoate). The solvent is CN(C)C=O (DMF). Run at time 18 hour. The product is C(C)(C)(C)C1=CC=C(COC=2C=CC=C3CCC(CC23)N(CCCCC(=O)OC)CC2=CC=C(C(=O)OC)C=C2)C=C1 (rac-Methyl 4-{[{8-[(4-tert-butylbenzyl)oxy]-1,2,3,4-tetrahydronaphthalen-2-yl}(5-methoxy-5-oxo-pentyl)amino]methyl}benzoate). As a reaction SMILES: [OH:1][C:2]1[CH:3]=[CH:4][CH:5]=[C:6]2[C:11]=1[CH2:10][CH:9]([N:12]([CH2:21][C:22]1[CH:31]=[CH:30][C:25]([C:26]([O:28][CH3:29])=[O:27])=[CH:24][CH:23]=1)[CH2:13][CH2:14][CH2:15][CH2:16][C:17]([O:19][CH3:20])=[O:18])[CH2:8][CH2:7]2.[C:32]([C:36]1[CH:43]=[CH:42][C:39]([CH2:40]Br)=[CH:38][CH:37]=1)([CH3:35])([CH3:34])[CH3:33].C(=O)([O-])[O-].[Cs+].[Cs+].O>CN(C=O)C>[C:32]([C:36]1[CH:37]=[CH:38][C:39]([CH2:40][O:1][C:2]2[CH:3]=[CH:4][CH:5]=[C:6]3[C:11]=2[CH2:10][CH:9]([N:12]([CH2:21][C:22]2[CH:31]=[CH:30][C:25]([C:26]([O:28][CH3:29])=[O:27])=[CH:24][CH:23]=2)[CH2:13][CH2:14][CH2:15][CH2:16][C:17]([O:19][CH3:20])=[O:18])[CH2:8][CH2:7]3)=[CH:42][CH:43]=1)([CH3:35])([CH3:33])[CH3:34] |f:2.3.4|. Reported procedure: 550 mg (1.29 mmol) of the compound from Example 3A were dissolved in 35 ml of DMF, 320 μl (1.6 mmol) of 4-tert-butylbenzyl bromide and 1.4 g (4.14 mmol) of cesium carbonate were added and the mixture was stirred at RT for 18 h. Water was then added, and the mixture was extracted repeatedly with ethyl acetate. The combined organic phases were dried over sodium sulfate and concentrated. The crude product obtained was purified by preparative HPLC (method 1). Reactants: C(C)OC(C(C)C1(OCCO1)C)=O (2-(2-Methyl-[1,3]dioxolan-2-yl)-propionic acid ethyl ester), [OH-].[K+] (potassium hydroxide). Solvent: O (water), O1CCOCC1.O (dioxane water). Run at temperature 35 celsius, time 8 hour. Yields the product CC1(OCCO1)C(C(=O)O)C (2-(2-methyl-[1,3]dioxolan-2-yl)-propionic acid), oil. Isolated yield 77.0%. Reaction SMILES: C([O:3][C:4](=[O:13])[CH:5]([C:7]1([CH3:12])[O:11][CH2:10][CH2:9][O:8]1)[CH3:6])C.[OH-].[K+]>O1CCOCC1.O.O>[CH3:12][C:7]1([CH:5]([CH3:6])[C:4]([OH:13])=[O:3])[O:11][CH2:10][CH2:9][O:8]1 |f:1.2,3.4|. Procedure details: 2-(2-Methyl-[1,3]dioxolan-2-yl)-propionic acid ethyl ester of Example 1a (31 g, 0.1647 mol) was dissolved in the mixture of dioxane-water (1:1, 350 mL) containing potassium hydroxide (35.63 g, 0.63 mol). The reaction mixture was stirred overnight at 35° C. and concentrated under high vacuum to give a white solid which was dissolved in water (200 mL) and extracted with dichloromethane (100 mL×2). The aqueous portion was acidified to pH=2 with 2N aqueous hydrochloric acid and the product was extra... The reactants are COc1cc(N2CCN(C(=O)CCl)C(C)C2)ccc1Cl, O=c1[nH]c2ccc(Cl)cc2o1, [K+], [K+], O=C([O-])[O-], CN(C)C=O. Yields the product COc1cc(N2CCN(C(=O)Cn3c(=O)oc4cc(Cl)ccc43)C(C)C2)ccc1Cl. RXN SMILES: [Cl:1][CH2:2][C:3](=[O:4])[N:5]1[CH:6]([CH3:20])[CH2:7][N:8]([c:11]2[cH:12][cH:13][c:14]([Cl:19])[c:15]([O:17][CH3:18])[cH:16]2)[CH2:9][CH2:10]1.[Cl:21][c:22]1[cH:23][c:24]2[c:25]([nH:26][c:27](=[O:29])[o:28]2)[cH:30][cH:31]1.[K+:32].[K+:33].[O-:34][C:35]([O-:36])=[O:37].[O:38]=[CH:39][N:40]([CH3:41])[CH3:42]>>[CH2:2]([C:3](=[O:4])[N:5]1[CH:6]([CH3:20])[CH2:7][N:8]([c:11]2[cH:12][cH:13][c:14]([Cl:19])[c:15]([O:17][CH3:18])[cH:16]2)[CH2:9][CH2:10]1)[n:26]1[c:25]2[c:24]([cH:23][c:22]([Cl:21])[cH:31][cH:30]2)[o:28][c:27]1=[O:29].